Dataset: the Open Reaction Database (ORD), a public repository of structured organic reaction records. Task: describe an organic reaction: reactants, conditions, products, and yield Starting materials: CC1=C(C(=O)OC)C=CC(=N1)C(F)(F)F (methyl 2-methyl-6-(trifluoromethyl)nicotinate), [H-].[Al+3].[Li+].[H-].[H-].[H-] (lithium aluminum hydride), CCOC(=O)C (EtOAc), [C@@H]([C@H](C(=O)[O-])O)(C(=O)[O-])O.[Na+].[K+] (Rochelle's salt), aqueous solution. Run in C1CCOC1 (THF), C1CCOC1 (THF), O (water). The product is CC1=NC(=CC=C1CO)C(F)(F)F ((2-methyl-6-(trifluoromethyl)pyridin-3-yl)methanol). The yield is 98.1%. RXN SMILES: [CH3:1][C:2]1[N:11]=[C:10]([C:12]([F:15])([F:14])[F:13])[CH:9]=[CH:8][C:3]=1[C:4](OC)=[O:5].[H-].[Al+3].[Li+].[H-].[H-].[H-].[C@H](O)(C([O-])=O)[C@@H](O)C([O-])=O.[Na+].[K+].CCOC(C)=O>C1COCC1.O>[CH3:1][C:2]1[C:3]([CH2:4][OH:5])=[CH:8][CH:9]=[C:10]([C:12]([F:14])([F:13])[F:15])[N:11]=1 |f:1.2.3.4.5.6,7.8.9|. Reported procedure: To the solution of methyl 2-methyl-6-(trifluoromethyl)nicotinate (8.8 g, 40 mmol) in 40 mL dry THF at 0° C. under argon was added 1.0 M lithium aluminum hydride in THF solution (40 mL, 40 mmol) drop-wise over 15 min. The reaction mixture was allowed to warm to room temperature over 1 h. HPLC/MS analysis indicated that the reaction was complete. Rochelle's salt, 10% aqueous solution (20 mL) was carefully added to the stirring reaction mixture over a period of 10 min. After 1 h of subsequent stirr... Reactants: O=C(OCC1CN(Cc2ccccc2)CCN1Cc1ccccc1)Oc1ccccc1, C1CCNC1. Product: O=C(OCC1CN(Cc2ccccc2)CCN1Cc1ccccc1)N1CCCC1. Reaction SMILES: [CH2:1]([c:2]1[cH:3][cH:4][cH:5][cH:6][cH:7]1)[N:8]1[CH:9]([CH2:21][O:22][C:23](=[O:24])[O:25][c:26]2[cH:27][cH:28][cH:29][cH:30][cH:31]2)[CH2:10][N:11]([CH2:14][c:15]2[cH:16][cH:17][cH:18][cH:19][cH:20]2)[CH2:12][CH2:13]1.[CH2:32]1[CH2:33][CH2:34][NH:35][CH2:36]1>>[CH2:1]([c:2]1[cH:3][cH:4][cH:5][cH:6][cH:7]1)[N:8]1[CH:9]([CH2:21][O:22][C:23](=[O:24])[N:35]2[CH2:34][CH2:33][CH2:32][CH2:36]2)[CH2:10][N:11]([CH2:14][c:15]2[cH:16][cH:17][cH:18][cH:19][cH:20]2)[CH2:12][CH2:13]1. Reactants: C(C)C1C(CC(C(C(OC(C2CCCCN2C(C(C2(C(CC(C(C(CC(C(C(=C1)C)O)C)OC)O2)OC)C)O)=O)=O)=O)C(=CC2CC(C(CC2)O)OC)C)C)O)=O (17-ethyl-1,14,20-trihydroxy-12-[2'-(4"-hydroxy-3"-methoxycyclohexyl)-1'-methylvinyl]-23,25-dimethoxy-13,19,21,27-tetramethyl-11,28-dioxa-4-azatricyclo[22.3.1.04,9 ]octacos-18-ene-2,3,10,16-tetraone), C(C)(C)N(CC)C(C)C (diisopropyl ethyl amine), [N+](=O)([O-])C1=C(C=CC=C1)S(=O)(=O)Cl (o-nitrophenylsulfonyl chloride). The reagents and catalysts are CN(C1=CC=NC=C1)C (4-dimethylaminopyridine). Solvent: C(Cl)Cl (methylene chloride), C(Cl)Cl (methylene chloride). Product: C(C)C1C(C=CC(C(OC(C2CCCCN2C(C(C2(C(CC(C(C(CC(C(C(=C1)C)O)C)OC)O2)OC)C)O)=O)=O)=O)C(=CC2CC(C(CC2)O)OC)C)C)=O (17-Ethyl-1,20-dihydroxy-12-[2'-(4"-hydroxy-3"-methoxycyclohexyl)-1'-methylvinyl]-23,25-dimethoxy-13,19,21,27-tetramethyl-11,28-dioxa-4-azatricyclo[22.3.1.04,9 ]octacos-14,18-diene-2,3,10,16-tetraone). Reaction SMILES: [CH2:1]([CH:3]1[CH:29]=[C:28]([CH3:30])[CH:27]([OH:31])[CH:26]([CH3:32])[CH2:25][CH:24]([O:33][CH3:34])[CH:23]2[O:35][C:19]([OH:39])([CH:20]([CH3:38])[CH2:21][CH:22]2[O:36][CH3:37])[C:18](=[O:40])[C:17](=[O:41])[N:16]2[CH:11]([CH2:12][CH2:13][CH2:14][CH2:15]2)[C:10](=[O:42])[O:9][CH:8]([C:43]([CH3:54])=[CH:44][CH:45]2[CH2:50][CH2:49][CH:48]([OH:51])[CH:47]([O:52][CH3:53])[CH2:46]2)[CH:7]([CH3:55])[CH:6](O)[CH2:5][C:4]1=[O:57])[CH3:2].C(N(C(C)C)CC)(C)C.[N+](C1C=CC=CC=1S(Cl)(=O)=O)([O-])=O>CN(C)C1C=CN=CC=1.C(Cl)Cl>[CH2:1]([CH:3]1[CH:29]=[C:28]([CH3:30])[CH:27]([OH:31])[CH:26]([CH3:32])[CH2:25][CH:24]([O:33][CH3:34])[CH:23]2[O:35][C:19]([OH:39])([CH:20]([CH3:38])[CH2:21][CH:22]2[O:36][CH3:37])[C:18](=[O:40])[C:17](=[O:41])[N:16]2[CH:11]([CH2:12][CH2:13][CH2:14][CH2:15]2)[C:10](=[O:42])[O:9][CH:8]([C:43]([CH3:54])=[CH:44][CH:45]2[CH2:50][CH2:49][CH:48]([OH:51])[CH:47]([O:52][CH3:53])[CH2:46]2)[CH:7]([CH3:55])[CH:6]=[CH:5][C:4]1=[O:57])[CH3:2]. Procedure: To a solution of 404.5 mg of 17-ethyl-1,14,20-trihydroxy-12-[2'-(4"-hydroxy-3"-methoxycyclohexyl)-1'-methylvinyl]-23,25-dimethoxy-13,19,21,27-tetramethyl-11,28-dioxa-4-azatricyclo[22.3.1.04,9 ]octacos-18-ene-2,3,10,16-tetraone, 64.8 mg 4-dimethylaminopyridine, 87.1 μl of diisopropyl ethyl amine and 4 ml methylene chloride stirred magnetically at 0° C. was added 113.2 mg o-nitrophenylsulfonyl chloride in 2 ml methylene chloride. At 19 hours the mixture was evaporated and purified by thin layer ch... Reactants: FC=1C(=NC(=CC1)C)C1=NC=CC(=C1)N1C(C2=CC=CC=C2C1=O)=O (2-(3′-fluoro-6′-methyl-2,2′-bipyridin-4-yl)isoindoline-1,3-dione), CNN (methylhydrazine). Run in ClCCl (dichloromethane). Product: FC=1C(=NC(=CC1)C)C1=NC=CC(=C1)N (3′-fluoro-6′-methyl-2,2′-bipyridin-4-amine). As a reaction SMILES: [F:1][C:2]1[C:3]([C:9]2[CH:14]=[C:13]([N:15]3C(=O)C4C(=CC=CC=4)C3=O)[CH:12]=[CH:11][N:10]=2)=[N:4][C:5]([CH3:8])=[CH:6][CH:7]=1.CNN>ClCCl>[F:1][C:2]1[C:3]([C:9]2[CH:14]=[C:13]([NH2:15])[CH:12]=[CH:11][N:10]=2)=[N:4][C:5]([CH3:8])=[CH:6][CH:7]=1. Reported procedure: 2-(3′-fluoro-6′-methyl-2,2′-bipyridin-4-yl)isoindoline-1,3-dione (65 mg, 0.195 mmol) was suspended in dichloromethane (3 mL); methylhydrazine (0.205 mL, 3.90 mmol) was added and the mixture was stirred at room temperature over night. The reaction was filtered thru Celite® and the filtrate was concentrated to give the title compound as a clear yellow film which was used without further purification. ESI-MS: m/z 204.1 (M+H).